This data is from the Open Reaction Database (ORD), a public repository of structured organic reaction records. The task is: describe an organic reaction: reactants, conditions, products, and yield RXN SMILES: C[O:2][C:3]([C@@H:5]1[CH2:9][C@@H:8]([S:10]([C:13]2[CH:18]=[CH:17][C:16]([F:19])=[CH:15][C:14]=2[Cl:20])(=[O:12])=[O:11])[CH2:7][N:6]1[C:21]1[N:25]([CH:26]2[CH2:31][CH2:30][O:29][CH2:28][CH2:27]2)[N:24]=[C:23]([CH3:32])[CH:22]=1)=[O:4].[OH-].[Li+]>>[Cl:20][C:14]1[CH:15]=[C:16]([F:19])[CH:17]=[CH:18][C:13]=1[S:10]([C@H:8]1[CH2:7][N:6]([C:21]2[N:25]([CH:26]3[CH2:31][CH2:30][O:29][CH2:28][CH2:27]3)[N:24]=[C:23]([CH3:32])[CH:22]=2)[C@H:5]([C:3]([OH:4])=[O:2])[CH2:9]1)(=[O:12])=[O:11] |f:1.2|. The reactants are COC(=O)[C@H]1N(C[C@@H](C1)S(=O)(=O)C1=C(C=C(C=C1)F)Cl)C1=CC(=NN1C1CCOCC1)C ((2S,4R)-4-(2-chloro-4-fluorophenylsulfonyl)-1-(3-methyl-1-(tetrahydro-2H-pyran-4-yl)-1H-pyrazol-5-yl)pyrrolidine-2-carboxylic acid methyl ester), [OH-].[Li+] (lithium hydroxide). Procedure: In analogy to the procedure described in example 253e, (2S,4R)-4-(2-chloro-4-fluorophenylsulfonyl)-1-(3-methyl-1-(tetrahydro-2H-pyran-4-yl)-1H-pyrazol-5-yl)pyrrolidine-2-carboxylic acid methyl ester was saponified in the presence of lithium hydroxide to give the title compound as yellow foam which was used in the next step without further purification. MS (ESI): m/z=472.1 [M+H]+. Yields the product ClC1=C(C=CC(=C1)F)S(=O)(=O)[C@@H]1C[C@H](N(C1)C1=CC(=NN1C1CCOCC1)C)C(=O)O ((2S,4R)-4-(2-Chloro-4-fluorophenylsulfonyl)-1-(3-methyl-1-(tetrahydro-2H-pyran-4-yl)-1H-pyrazol-5-yl)pyrrolidine-2-carboxylic acid). Starting materials: [N+](=O)([O-])C=1C=C(C=CC1)CC(=O)O (3-nitrophenylacetic acid), Cl.C(C(C)C)OC([C@@H](N)C)=O (L-alanine iso-butyl ester hydrochloride). Product: C(C(C)C)OC([C@@H](NC(CC1=CC(=CC=C1)[N+](=O)[O-])=O)C)=O (N-[(3-nitrophenyl)acetyl]-L-alanine iso-butyl ester). As a reaction SMILES: [N+:1]([C:4]1[CH:5]=[C:6]([CH2:10][C:11]([OH:13])=O)[CH:7]=[CH:8][CH:9]=1)([O-:3])=[O:2].Cl.[CH2:15]([O:19][C:20](=[O:24])[C@H:21]([CH3:23])[NH2:22])[CH:16]([CH3:18])[CH3:17]>>[CH2:15]([O:19][C:20](=[O:24])[C@H:21]([CH3:23])[NH:22][C:11](=[O:13])[CH2:10][C:6]1[CH:7]=[CH:8][CH:9]=[C:4]([N+:1]([O-:3])=[O:2])[CH:5]=1)[CH:16]([CH3:18])[CH3:17] |f:1.2|. Reported procedure: Following General Procedure BH above and using 3-nitrophenylacetic acid (Aldrich) and L-alanine iso-butyl ester hydrochloride (from Example BB above), the title compound was prepared. The reaction was monitored by tlc on silica gel and purification was by recrystallization from butyl chloride. Reactants: C1CCCCC1 (cyclohexane), C(C)(C)(C)Br (t-butyl bromide), [Br-].[Al+3].[Br-].[Br-] (aluminum bromide), ion-exchanged. Run in O (water). Run at time 2 hour. Product: BrC12CC3(CC(CC(C1)C3)C2)CCCC (1-bromo-3-(n-butyl)adamantane). Reaction SMILES: [CH2:1]1[CH2:6][CH2:5][CH2:4][CH2:3][CH2:2]1.[C:7]([Br:11])([CH3:10])([CH3:9])[CH3:8].[Br-].[Al+3].[Br-].[Br-]>O>[Br:11][C:7]12[CH2:10][CH:3]3[CH2:4][CH:5]([CH2:6][C:1]([CH2:6][CH2:1][CH2:2][CH3:3])([CH2:2]3)[CH2:8]1)[CH2:9]2 |f:2.3.4.5|. Procedure: Into a 200 ml egg plant-shaped flask, 8.8 g (0.046 moles) of 1-(n-butyl)adamantane obtained above was weighed and placed. Under the stream of nitrogen gas, 100 ml of cyclohexane was added, and a solution was prepared. While the solution was kept at 0° C. in an ice bath, 8.8 g (0.063 moles) of t-butyl bromide and 0.4 g (0.0014 moles) of aluminum bromide were added, and the reaction was allowed to proceed for 2 hours. To the reaction fluid, 100 ml of ion-exchanged water was added, and the extracti... Starting materials: CO, Cc1cccc2cc([N+](=O)[O-])c(N)nc12, C1CCOC1, [Pd]. The product is Cc1cccc2cc(N)c(N)nc12. RXN SMILES: [CH3:21][OH:22].[NH2:1][c:2]1[n:3][c:4]2[c:5]([CH3:15])[cH:6][cH:7][cH:8][c:9]2[cH:10][c:11]1[N+:12]([O-:13])=[O:14].[O:16]1[CH2:17][CH2:18][CH2:19][CH2:20]1.[Pd:23]>>[NH2:1][c:2]1[n:3][c:4]2[c:5]([CH3:15])[cH:6][cH:7][cH:8][c:9]2[cH:10][c:11]1[NH2:12]. The reactants are CC(=CBr)c1ccc(F)c(F)c1, Cc1ccc2[nH]c3c(c2c1)CCN(C)C3, [Cu]I, [K+], [K+], [K+], CN(C)C=O, O=C(O)C1CCCN1, O=P([O-])([O-])[O-]. Yields the product CC(=Cn1c2c(c3cc(C)ccc31)CCN(C)C2)c1ccc(F)c(F)c1. Reaction SMILES: [Br:32][CH:33]=[C:34]([CH3:35])[c:36]1[cH:37][c:38]([F:43])[c:39]([F:42])[cH:40][cH:41]1.[CH3:1][N:2]1[CH2:3][c:4]2[nH:5][c:6]3[cH:7][cH:8][c:9]([CH3:15])[cH:10][c:11]3[c:12]2[CH2:13][CH2:14]1.[Cu:49][I:50].[K+:29].[K+:30].[K+:31].[O:44]=[CH:45][N:46]([CH3:47])[CH3:48].[OH:16][C:17]([CH:18]1[NH:19][CH2:20][CH2:21][CH2:22]1)=[O:23].[P:24]([O-:25])([O-:26])([O-:27])=[O:28]>>[CH3:1][N:2]1[CH2:3][c:4]2[n:5]([CH:33]=[C:34]([CH3:35])[c:36]3[cH:37][c:38]([F:43])[c:39]([F:42])[cH:40][cH:41]3)[c:6]3[cH:7][cH:8][c:9]([CH3:15])[cH:10][c:11]3[c:12]2[CH2:13][CH2:14]1. Starting materials: N1=C2C(=NS1)C(=CC=C2)S(=O)(=O)NC2=C(C(=O)O)C=CC(=C2)Cl (2-(benzo[1,2,5]thiadiazole-4-sulfonylamino)-4-chloro-benzoic acid), Cl.ClC=1C=C(C=CC1Cl)C(CN)C ((±)-2-(3,4-dichloro-phenyl)-propylamine hydrochloride). Yields the product N1=C2C(=NS1)C(=CC=C2)S(=O)(=O)NC2=C(C(=O)NCC(C)C1=CC(=C(C=C1)Cl)Cl)C=CC(=C2)Cl ((±)-2-(Benzo[1,2,5]thiadiazole-4-sulfonylamino)-4-chloro-N-[2-(3,4-dichloro-phenyl)-propyl]-benzamide). RXN SMILES: [N:1]1[S:5][N:4]=[C:3]2[C:6]([S:10]([NH:13][C:14]3[CH:22]=[C:21]([Cl:23])[CH:20]=[CH:19][C:15]=3[C:16](O)=[O:17])(=[O:12])=[O:11])=[CH:7][CH:8]=[CH:9][C:2]=12.Cl.[Cl:25][C:26]1[CH:27]=[C:28]([CH:33]([CH3:36])[CH2:34][NH2:35])[CH:29]=[CH:30][C:31]=1[Cl:32]>>[N:1]1[S:5][N:4]=[C:3]2[C:6]([S:10]([NH:13][C:14]3[CH:22]=[C:21]([Cl:23])[CH:20]=[CH:19][C:15]=3[C:16]([NH:35][CH2:34][CH:33]([C:28]3[CH:29]=[CH:30][C:31]([Cl:32])=[C:26]([Cl:25])[CH:27]=3)[CH3:36])=[O:17])(=[O:11])=[O:12])=[CH:7][CH:8]=[CH:9][C:2]=12 |f:1.2|. Reported procedure: The title compound was prepared from 2-(benzo[1,2,5]thiadiazole-4-sulfonylamino)-4-chloro-benzoic acid and (±)-2-(3,4-dichloro-phenyl)-propylamine hydrochloride as in EXAMPLE 1, Part C. HPLC: RT=11.97 min. MS (ESI−): mass calcd. for C22H17Cl3N4O3S2, 553.98; m/z found, 553/555/557 [M−H]. 1H NMR (400 MHz, CDCl3): 11.51 (s, 1H), 8.36 (dd, J=7.0, 1.1, 1H), 8.22 (dd, J=8.8, 1.0, 1H), 7.74-7.70 (m, 2H), 7.40 (d, J=8.2, 1H), 7.29 (d, J=2.1, 1H), 7.04 (dd, J=8.3, 2.1, 1H), 7.01-6.99 (m, 1H), 6.89 (dd, J...